Task: describe an organic reaction: reactants, conditions, products, and yield. Dataset: the Open Reaction Database (ORD), a public repository of structured organic reaction records Starting materials: COC1CN(Cc2ccccc2)CCC1NC(=O)c1cccc(C(F)(F)F)c1, CO, [H][H]. Product: COC1CNCCC1NC(=O)c1cccc(C(F)(F)F)c1. Reaction SMILES: [CH3:1][O:2][CH:3]1[CH2:4][N:5]([CH2:22][c:23]2[cH:24][cH:25][cH:26][cH:27][cH:28]2)[CH2:6][CH2:7][CH:8]1[NH:9][C:10]([c:11]1[cH:12][c:13]([C:17]([F:18])([F:19])[F:20])[cH:14][cH:15][cH:16]1)=[O:21].[CH3:31][OH:32].[H:29][H:30]>>[CH3:1][O:2][CH:3]1[CH2:4][NH:5][CH2:6][CH2:7][CH:8]1[NH:9][C:10]([c:11]1[cH:12][c:13]([C:17]([F:18])([F:19])[F:20])[cH:14][cH:15][cH:16]1)=[O:21].